Dataset: the Open Reaction Database (ORD), a public repository of structured organic reaction records. Task: describe an organic reaction: reactants, conditions, products, and yield Reactants: CO, Cl, NC(=O)C1(c2ccc(OC(F)(F)F)cc2)CC1, NN1CCCC1, [Na+], [OH-]. Product: O=C(O)C1(c2ccc(OC(F)(F)F)cc2)CC1. RXN SMILES: [CH3:27][OH:28].[ClH:26].[F:7][C:8]([O:9][c:10]1[cH:11][cH:12][c:13]([C:16]2([C:19](=[O:20])[NH2:21])[CH2:17][CH2:18]2)[cH:14][cH:15]1)([F:22])[F:23].[NH2:1][N:2]1[CH2:3][CH2:4][CH2:5][CH2:6]1.[Na+:25].[OH-:24]>>[F:7][C:8]([O:9][c:10]1[cH:11][cH:12][c:13]([C:16]2([C:19](=[O:20])[OH:24])[CH2:17][CH2:18]2)[cH:14][cH:15]1)([F:22])[F:23]. Reactants: C(C)(C)(C)OC(=O)N[C@@H](CC1=CNC2=CC=CC=C12)C(=O)O (N-t-butoxycarbonyl-L-tryptophan), NCCOCCO (2-(2-aminoethoxy)ethanol), ON1N=NC2=C1C=CC=C2 (1-hydroxybenzotriazole), C1CCC(CC1)N=C=NC2CCCCC2 (DCC). Run in CN(C)C=O (DMF). Conditions: temperature 0 celsius, time 15 minute. The product is C(C)(C)(C)OC(=O)N[C@H](C(=O)NCCOCCO)CC1=CNC2=CC=CC=C12 (2-(S)-t-butoxycarbonylamino-N-[2-(2-hydroxy-ethoxy)ethyl]-3-(1H-indol-3-yl)-propionamide). Isolated yield 91.0%. As a reaction SMILES: [C:1]([O:5][C:6]([NH:8][C@H:9]([C:20]([OH:22])=O)[CH2:10][C:11]1[C:19]2[C:14](=[CH:15][CH:16]=[CH:17][CH:18]=2)[NH:13][CH:12]=1)=[O:7])([CH3:4])([CH3:3])[CH3:2].[NH2:23][CH2:24][CH2:25][O:26][CH2:27][CH2:28][OH:29].ON1C2C=CC=CC=2N=N1.C1CCC(N=C=NC2CCCCC2)CC1>CN(C=O)C>[C:1]([O:5][C:6]([NH:8][C@@H:9]([CH2:10][C:11]1[C:19]2[C:14](=[CH:15][CH:16]=[CH:17][CH:18]=2)[NH:13][CH:12]=1)[C:20]([NH:23][CH2:24][CH2:25][O:26][CH2:27][CH2:28][OH:29])=[O:22])=[O:7])([CH3:2])([CH3:3])[CH3:4]. Procedure details: To a solution of N-t-butoxycarbonyl-L-tryptophan, (128 g, 0.42 mol), 2-(2-aminoethoxy)ethanol (46.42 g, 0.44 mol), 1-hydroxybenzotriazole (60.0 g, 0.44 mol) in 700 mL of DMF at 0° C. was added DCC (100 g, 0.48 mol). After stirring at 0° C. for 15 minutes, the mixture was stirred at room temperature overnight. The white solids were filtered and washed with EtOAc. The filtrate was concentrated under reduced pressure. The residue was taken up in ether and a small amount of EtOAc, washed with it HCl... Starting materials: CC(C)([O-])C.[K+] (potassium tert-butoxide), [I-].C[S+](=O)(C)C (trimethylsulfoxonium iodide), BrC=1C=CC=C2C=NC(=NC12)C(=C)C1=CC=CC=C1 (8-bromo-2-(1-phenylvinyl)quinazoline). Solvent: CS(=O)C (DMSO), CS(=O)C (DMSO), O (water), Cl (HCl). Run at temperature 25 celsius, time 10 minute. Yields the product BrC=1C=CC=C2C=NC(=NC12)C1(CC1)C1=CC=CC=C1 (8-bromo-2-(1-phenylcyclopropyl)quinazoline). The yield is 37.4%. Reaction SMILES: [CH3:1]C(C)([O-])C.[K+].[I-].C[S+](C)(C)=O.[Br:13][C:14]1[CH:15]=[CH:16][CH:17]=[C:18]2[C:23]=1[N:22]=[C:21]([C:24]([C:26]1[CH:31]=[CH:30][CH:29]=[CH:28][CH:27]=1)=[CH2:25])[N:20]=[CH:19]2>CS(C)=O.O.Cl>[Br:13][C:14]1[CH:15]=[CH:16][CH:17]=[C:18]2[C:23]=1[N:22]=[C:21]([C:24]1([C:26]3[CH:27]=[CH:28][CH:29]=[CH:30][CH:31]=3)[CH2:1][CH2:25]1)[N:20]=[CH:19]2 |f:0.1,2.3|. Procedure: A mixture of potassium tert-butoxide (284 mg, 2.532 mmol) and trimethylsulfoxonium iodide (Aldrich; 557 mg, 2.532 mmol) in anhydrous DMSO (6.5 mL) was stirred under argon at 25° C. for 10 min. A solution of 8-bromo-2-(1-phenylvinyl)quinazoline (393.9 mg, 1.266 mmol) in DMSO (10.0 mL) was added (dropwise, over 8 min), and the resulting brown solution was stirred at 25° C. for 30 min. The reaction was diluted with water (20 mL) and 1.0N aq. HCl (1.2 mL), then partitioned between DCM (120 mL) and w... Reactants: S(=O)(Cl)Cl (thionyl chloride), CO (methanol), N[C@@H]1CN(C[C@@H]1C)C1=C2CCN(N3C2=C(C=C1F)C(C(=C3)C(=O)O)=O)C (4-(cis (-) 3-Amino-4-methylpyrrolidin-1-yl)-5-fluoro -2,3-dihydro-1-methyl-7-oxo-1H,7H-pyrido[3,2,1-ij]cinnoline-8-carboxylic acid). The product is N[C@@H]1CN(C[C@@H]1C)C1=C2CCN(N3C2=C(C=C1F)C(C(=C3)C(=O)OC)=O)C (Methyl 4-(cis (-) -3-amino-4-methylpyrrolidine-1-yl)-5-fluoro-2,3-dihydro-1-methyl-7-oxo-1H,7H-pyrido[3,2,1-ij]cinnoline-8-carboxylate). Isolated yield 72.0%. As a reaction SMILES: S(Cl)(Cl)=O.[NH2:5][C@H:6]1[C@@H:10]([CH3:11])[CH2:9][N:8]([C:12]2[C:21]([F:22])=[CH:20][C:19]3[C:23](=[O:29])[C:24]([C:26]([OH:28])=[O:27])=[CH:25][N:17]4[C:18]=3[C:13]=2[CH2:14][CH2:15][N:16]4[CH3:30])[CH2:7]1.[CH3:31]O>>[NH2:5][C@H:6]1[C@@H:10]([CH3:11])[CH2:9][N:8]([C:12]2[C:21]([F:22])=[CH:20][C:19]3[C:23](=[O:29])[C:24]([C:26]([O:28][CH3:31])=[O:27])=[CH:25][N:17]4[C:18]=3[C:13]=2[CH2:14][CH2:15][N:16]4[CH3:30])[CH2:7]1. Procedure details: 2 ml of thionyl chloride was added to 20 ml of methanol while cooling on ice, and then this solution was stirred at room temperature. 358 mg of the compound (30) obtained in Example 5 was added to the solvent, and the solution was heated at reflux for 8 hours. The solvent was removed and 40 ml of chloroform and 20 ml of water were added to the residue. The solution was alkalized with sodium hydrogen carbonate, and the organic layer was dried over magnesium sulfate. The solvent was removed by dis...